Dataset: the Open Reaction Database (ORD), a public repository of structured organic reaction records. Task: describe an organic reaction: reactants, conditions, products, and yield The reactants are COC(=O)CC=1SC=CC1C(=O)OC (methyl 2-methoxycarbonylmethylthiophen-3-carboxylate), B(OC)(OC)OC (trimethyl borate), B.[Na] (sodium boron hydride), [Br-].[Li+] (lithium bromide). The solvent is CO (methanol), O (water), C(C)OCC (ethyl ether), O1CCCC1 (tetrahydrofuran), O1CCCC1 (tetrahydrofuran). Reaction conditions: time 30 minute. The product is OCC1=C(SC=C1)CCO (2-(3-hydroxymethylthiophen-2-yl)ethanol). Isolated yield 90.6%. RXN SMILES: B.[Na].[Br-].[Li+].B(OC)(OC)OC.C[O:13][C:14]([CH2:16][C:17]1[S:18][CH:19]=[CH:20][C:21]=1[C:22](OC)=[O:23])=O>O1CCCC1.O.C(OCC)C.CO>[OH:23][CH2:22][C:21]1[CH:20]=[CH:19][S:18][C:17]=1[CH2:16][CH2:14][OH:13] |f:0.1,2.3,^1:1|. Procedure details: To 800 mL of anhydrous tetrahydrofuran, 31.0 g of sodium boron hydride and 71.3 g of lithium bromide were added, and then 10.6 mL of trimethyl borate was added thereto dropwise at 0° C. The resulting mixture was stirred at room temperature for 30 minutes, and then a solution obtained by dissolving 70.4 g of the compound obtained in Example 1 in 200 mL of tetrahydrofuran was slowly added over 2 hours while allowing the resulting mixture to reflux. The reaction solution was further refluxed for 2 ... Reactants: C1(CC1)C=1C=C(C2=C(N1)N(N=C2)C(C)C)C(=O)O (6-cyclopropyl-1-(1-methylethyl)-1H-pyrazolo[3,4-b]pyridine-4-carboxylic acid), CN1CCOCC1 (N-methylmorpholine), C(CCl)Cl (EDC), ON1N=NC2=C1N=CC=C2 (1-hydroxy-7-azabenzotriazole), NCC=1C(NC(=CC1C(F)(F)F)C)=O (3-(aminomethyl)-6-methyl-4-(trifluoromethyl)-2(1H)-pyridinone). The solvent is CS(=O)C (DMSO). Product: C1(CC1)C=1C=C(C2=C(N1)N(N=C2)C(C)C)C(=O)NCC=2C(NC(=CC2C(F)(F)F)C)=O (6-Cyclopropyl-1-(1-methylethyl)-N-{[6-methyl-2-oxo-4-(trifluoromethyl)-1,2-dihydro-3-pyridinyl]methyl}-1H-pyrazolo[3,4-b]pyridine-4-carboxamide). As a reaction SMILES: [CH:1]1([C:4]2[CH:5]=[C:6]([C:16]([OH:18])=O)[C:7]3[CH:12]=[N:11][N:10]([CH:13]([CH3:15])[CH3:14])[C:8]=3[N:9]=2)[CH2:3][CH2:2]1.ON1C2N=CC=CC=2N=N1.[NH2:29][CH2:30][C:31]1[C:32](=[O:42])[NH:33][C:34]([CH3:41])=[CH:35][C:36]=1[C:37]([F:40])([F:39])[F:38].CN1CCOCC1.C(Cl)CCl>CS(C)=O>[CH:1]1([C:4]2[CH:5]=[C:6]([C:16]([NH:29][CH2:30][C:31]3[C:32](=[O:42])[NH:33][C:34]([CH3:41])=[CH:35][C:36]=3[C:37]([F:38])([F:39])[F:40])=[O:18])[C:7]3[CH:12]=[N:11][N:10]([CH:13]([CH3:14])[CH3:15])[C:8]=3[N:9]=2)[CH2:2][CH2:3]1. Procedure details: The title compound was prepared in the same manner as described in example 19 from 6-cyclopropyl-1-(1-methylethyl)-1H-pyrazolo[3,4-b]pyridine-4-carboxylic acid (0.12 g, 0.489 mmol), 1-hydroxy-7-azabenzotriazole (0.100 g, 0.734 mmol), 3-(aminomethyl)-6-methyl-4-(trifluoromethyl)-2(1H)-pyridinone (0.154 g, 0.636 mmol, DMSO (3.0 mL), N-methylmorpholine (0.215 mL, 1.957 mmol), and EDC (0.141 g, 0.734 mmol) The crude solid was purified by silica gel chromatography (eluent: gradient 5-100% of 10% 2M N... The reactants are C(C)(=O)[O-].[Ba+2].C(C)(=O)[O-] (barium acetate), S(=O)(=O)([O-])[O-].[Na+].[Na+] (sodium sulfate), ion-exchanged. Solvent: O (water). Run at temperature 85 celsius. The product is C(C)(=O)[O-].[Ba+2].C(C)(=O)[O-] (barium acetate), S(=O)(=O)([O-])[O-].[Na+].[Na+] (sodium sulfate), S(=O)(=O)([O-])[O-].[Ba+2] (barium sulfate). Reaction SMILES: [C:1]([O-:4])(=[O:3])[CH3:2].[Ba+2:5].[C:6]([O-:9])(=[O:8])[CH3:7].[S:10]([O-:14])([O-:13])(=[O:12])=[O:11].[Na+:15].[Na+]>O>[C:1]([O-:4])(=[O:3])[CH3:2].[Ba+2:5].[C:6]([O-:9])(=[O:8])[CH3:7].[S:10]([O-:14])([O-:13])(=[O:12])=[O:11].[Na+:15].[Na+:15].[S:10]([O-:14])([O-:13])(=[O:12])=[O:11].[Ba+2:5] |f:0.1.2,3.4.5,7.8.9,10.11.12,13.14|. Procedure: Aqueous solutions of barium acetate (0.02 mol/1) and sodium sulfate (0.02 mol/1) were prepared by dissolving 11.043 gm of barium acetate (special reagent grade) and 2.926 gm of sodium sulfate (special reagent grade) each into 2,000 gm of ion-exchanged water. Each solution was heated at 85° C. Then, 6.53 gm of barium sulfate powder was obtained in the same manner as in Example 1. Starting materials: CCNc1ccc([N+](=O)[O-])cc1OCCCBr, CN(C)C=O, CC(C)(C)[O-], [H-], [K+], [Na+], C1CCOC1, O. Product: CCN1CCCOc2cc([N+](=O)[O-])ccc21. Reaction SMILES: [Br:1][CH2:2][CH2:3][CH2:4][O:5][c:6]1[c:7]([NH:15][CH2:16][CH3:17])[cH:8][cH:9][c:10]([N+:12](=[O:13])[O-:14])[cH:11]1.[CH3:18][N:19]([CH3:20])[CH:21]=[O:22].[CH3:23][C:24]([CH3:25])([O-:26])[CH3:27].[H-:35].[K+:28].[Na+:36].[O:30]1[CH2:31][CH2:32][CH2:33][CH2:34]1.[OH2:29]>>[CH2:2]1[CH2:3][CH2:4][O:5][c:6]2[c:7]([cH:8][cH:9][c:10]([N+:12](=[O:13])[O-:14])[cH:11]2)[N:15]1[CH2:16][CH3:17]. Reactants: CC=1C=C(N)C=C(C1O)C (3,5-dimethyl-4-hydroxyaniline), Cl.CC1=CC=C(C=C1)NN (4-methylphenylhydrazine hydrochloride), N1C(=O)C(=O)C2=CC=CC=C12 (isatin). Product: OC=1C(=C2C(C(NC2=CC1C)=O)=O)C (5-Hydroxy-4,6-dimethyl-1H-indole-2,3-dione), CC1=CC=C(C=C1)NN=C1C(NC2=CC(=C(C(=C12)C)O)C)=O (5-Hydroxy-4,6-dimethyl-1H-indole-2,3-dione 3-[N-(4-methylphenyl)hydrazone]). As a reaction SMILES: [CH3:1][C:2]1[CH:3]=[C:4]([CH:6]=[C:7]([CH3:10])[C:8]=1[OH:9])[NH2:5].N1C2C(=CC=CC=2)[C:14](=[O:15])[C:12]1=[O:13].Cl.[CH3:23][C:24]1[CH:29]=[CH:28][C:27]([NH:30][NH2:31])=[CH:26][CH:25]=1>>[OH:9][C:8]1[C:2]([CH3:1])=[C:3]2[C:4](=[CH:6][C:7]=1[CH3:10])[NH:5][C:12](=[O:13])[C:14]2=[O:15].[CH3:23][C:24]1[CH:29]=[CH:28][C:27]([NH:30][N:31]=[C:14]2[C:6]3[C:4](=[CH:3][C:2]([CH3:1])=[C:8]([OH:9])[C:7]=3[CH3:10])[NH:5][C:12]2=[O:13])=[CH:26][CH:25]=1 |f:2.3|. Procedure details: 5-Hydroxy-4,6-dimethyl-1H-indole-2,3-dione was prepared from 3,5-dimethyl-4-hydroxyaniline according to Procedure A: 1H NMR (DMSO-d6): δ2.17 (s, 3H), 2.30 (s, 3H), 6.45 (s, 1H), 8.29 (s, 1H), 10.65 (s, 1H); ESI−MS m/z 190 (M−H)−. The isatin was combined with 4-methylphenylhydrazine hydrochloride according to Procedure H to provide the title compound in 41% yield. 1H NMR (DMSO-d6): δ2.15 (s, 3H), 2.24 (s, 3H), 2.43 (s, 3H), 6.46 (s, 1H), 7.16 (m, 4H), 7.88 (s, 1H), 10.64 (s, 1H), 12.85 (s,1H). AP...